This data is from the Open Reaction Database (ORD), a public repository of structured organic reaction records. The task is: describe an organic reaction: reactants, conditions, products, and yield Reactants: ClC1=C(C(=CC=C1)C)CO ((2-chloro-6-methylphenyl)methanol), N(=NC(=O)OC(C)C)C(=O)OC(C)C (diisopropyl azodicarboxylate), OC=1C=C(C=CC1)CC(=O)OCC (ethyl 2-(3-hydroxyphenyl)acetate), C1(=CC=CC=C1)P(C1=CC=CC=C1)C1=CC=CC=C1 (triphenylphosphine). Run in C1CCOC1 (THF), C1CCOC1 (THF), CCOCC (ether). Conditions: time 4 hour. Product: ClC1=C(COC=2C=C(C=CC2)CC(=O)OCC)C(=CC=C1)C (Ethyl 2-(3-(2-chloro-6-methylbenzyloxy)phenyl)acetate). As a reaction SMILES: [Cl:1][C:2]1[CH:7]=[CH:6][CH:5]=[C:4]([CH3:8])[C:3]=1[CH2:9][OH:10].N(C(OC(C)C)=O)=NC(OC(C)C)=O.O[C:26]1[CH:27]=[C:28]([CH2:32][C:33]([O:35][CH2:36][CH3:37])=[O:34])[CH:29]=[CH:30][CH:31]=1.C1(P(C2C=CC=CC=2)C2C=CC=CC=2)C=CC=CC=1>C1COCC1.CCOCC>[Cl:1][C:2]1[CH:7]=[CH:6][CH:5]=[C:4]([CH3:8])[C:3]=1[CH2:9][O:10][C:30]1[CH:29]=[C:28]([CH2:32][C:33]([O:35][CH2:36][CH3:37])=[O:34])[CH:27]=[CH:26][CH:31]=1. Procedure details: A solution of (2-chloro-6-methylphenyl)methanol (Step A, 3 g, 19.1 mmol) and diisopropyl azodicarboxylate (DIAD, 4.13 ml, 21 mmol) in THF (20 ml) was added drop wise to a solution of ethyl 2-(3-hydroxyphenyl)acetate (3.79 g, 21 mmol) and triphenylphosphine (5.48 g, 21 mmol) in THF (30 ml) at 0° C. under argon. The reaction mixture was stirred at the same temperature for 4 hours, diluted with ether and washed with water. The organic layer was dried over Na2SO4, filtered, concentrated, and purifie... The reactants are CCOC(=O)CP(=O)(OCC)OCC, Cc1oc(-c2ccccc2)nc1COc1ccc(Cn2cc(C=O)cn2)cc1, [H-], [Na+], C1CCOC1, O. Yields the product CCOC(=O)C=Cc1cnn(Cc2ccc(OCc3nc(-c4ccccc4)oc3C)cc2)c1. RXN SMILES: [CH2:3]([O:4][P:5]([O:6][CH2:7][CH3:8])(=[O:9])[CH2:11][C:12](=[O:13])[O:14][CH2:15][CH3:16])[CH3:10].[CH3:17][c:18]1[c:19]([CH2:29][O:30][c:31]2[cH:32][cH:33][c:34]([CH2:35][n:36]3[n:37][cH:38][c:39]([CH:41]=[O:42])[cH:40]3)[cH:43][cH:44]2)[n:20][c:21](-[c:23]2[cH:24][cH:25][cH:26][cH:27][cH:28]2)[o:22]1.[H-:1].[Na+:2].[O:46]1[CH2:47][CH2:48][CH2:49][CH2:50]1.[OH2:45]>>[CH:11]([C:12](=[O:13])[O:14][CH2:15][CH3:16])=[CH:41][c:39]1[cH:38][n:37][n:36]([CH2:35][c:34]2[cH:33][cH:32][c:31]([O:30][CH2:29][c:19]3[c:18]([CH3:17])[o:22][c:21](-[c:23]4[cH:24][cH:25][cH:26][cH:27][cH:28]4)[n:20]3)[cH:44][cH:43]2)[cH:40]1. Reactants: ClC1=C(C(=C(C=C1OC)OC)Cl)C1=C2C=CC=NC2=C(C=C1)C(=O)O (5-(2,6-dichloro-3,5-dimethoxy-phenyl)-quinoline-8-carboxylic acid), C(C)N1CCN(CC1)CC=1C=CC(=NC1)N (5-(4-ethyl-piperazin-1-ylmethyl)-pyridin-2-ylamine). The solvent is C(Cl)Cl.CO (DCM MeOH). Conditions: time 20 hour. Yields the product C(C)N1CCN(CC1)CC=1C=CC(=NC1)NC(=O)C=1C=CC(=C2C=CC=NC12)C1=C(C(=CC(=C1Cl)OC)OC)Cl (5-(2,6-Dichloro-3,5-dimethoxy-phenyl)-quinoline-8-carboxylic acid [5-(4-ethyl-piperazin-1-ylmethyl)-pyridin-2-yl]-amide). RXN SMILES: [Cl:1][C:2]1[C:7]([O:8][CH3:9])=[CH:6][C:5]([O:10][CH3:11])=[C:4]([Cl:12])[C:3]=1[C:13]1[CH:22]=[CH:21][C:20]([C:23]([OH:25])=O)=[C:19]2[C:14]=1[CH:15]=[CH:16][CH:17]=[N:18]2.[CH2:26]([N:28]1[CH2:33][CH2:32][N:31]([CH2:34][C:35]2[CH:36]=[CH:37][C:38]([NH2:41])=[N:39][CH:40]=2)[CH2:30][CH2:29]1)[CH3:27]>C(Cl)Cl.CO>[CH2:26]([N:28]1[CH2:29][CH2:30][N:31]([CH2:34][C:35]2[CH:36]=[CH:37][C:38]([NH:41][C:23]([C:20]3[CH:21]=[CH:22][C:13]([C:3]4[C:4]([Cl:12])=[C:5]([O:10][CH3:11])[CH:6]=[C:7]([O:8][CH3:9])[C:2]=4[Cl:1])=[C:14]4[C:19]=3[N:18]=[CH:17][CH:16]=[CH:15]4)=[O:25])=[N:39][CH:40]=2)[CH2:32][CH2:33]1)[CH3:27] |f:2.3|. Procedure: The title compound was prepared in analogy to the procedure described in Step 14.1 but using 5-(2,6-dichloro-3,5-dimethoxy-phenyl)-quinoline-8-carboxylic acid (Step 159.1), 5-(4-ethyl-piperazin-1-ylmethyl)-pyridin-2-ylamine (Step 26.1; purified by silica gel column chromatography), and stirring the reaction mixture for 20 h at rt. Title compound: ESI-MS: 580.1 [M+H]+; tR=3.80 min (System 1); TLC: Rf=0.27 (DCM/MeOH/NH3aq, 94:5:1).